From a dataset of the Open Reaction Database (ORD), a public repository of structured organic reaction records. describe an organic reaction: reactants, conditions, products, and yield Starting materials: CS(C)=O, CN1CCN(c2n[nH]c3ccccc23)CC1, N#CBr, O. The product is N#CN1CCN(c2n[nH]c3ccccc23)CC1. RXN SMILES: [CH3:21][S:22]([CH3:23])=[O:24].[CH3:4][N:5]1[CH2:6][CH2:7][N:8]([c:11]2[n:12][nH:13][c:14]3[cH:15][cH:16][cH:17][cH:18][c:19]23)[CH2:9][CH2:10]1.[N:1]#[C:2][Br:3].[OH2:20]>>[N:1]#[C:2][N:5]1[CH2:6][CH2:7][N:8]([c:11]2[n:12][nH:13][c:14]3[cH:15][cH:16][cH:17][cH:18][c:19]23)[CH2:9][CH2:10]1. Conditions: temperature 80 celsius. As a reaction SMILES: [CH:1]12[NH:8][CH:5]([CH2:6][CH2:7]1)[CH2:4][C:3]([C:9]1[C:17]3[C:12](=[CH:13][CH:14]=[CH:15][CH:16]=3)[NH:11][CH:10]=1)=[CH:2]2.Cl[CH2:19][CH2:20][O:21][C:22]1[CH:30]=[CH:29][CH:28]=[C:27]2[C:23]=1[CH:24]=[CH:25][NH:26]2.C([O-])([O-])=O.[K+].[K+]>CC#N>[NH:26]1[C:27]2[C:23](=[C:22]([O:21][CH2:20][CH2:19][N:8]3[CH:5]4[CH2:6][CH2:7][CH:1]3[CH:2]=[C:3]([C:9]3[C:17]5[C:12](=[CH:13][CH:14]=[CH:15][CH:16]=5)[NH:11][CH:10]=3)[CH2:4]4)[CH:30]=[CH:29][CH:28]=2)[CH:24]=[CH:25]1 |f:2.3.4|. Procedure details: To 200 mg (0.89 mmol) 3-(8-aza-bicyclo[3.2.1]oct-2-en-3-yl)-1H-indole, 174 mg (0.89 mmol) 4-(2-chloroethoxy)-1H-indole and 10 mL MeCN is added 246 mg (1.78 mmol) K2CO3. After heating at 80° C. for 12 h, the reaction mixture is cooled to 23° C., filtered through celite and evaporated to a light yellow oil. Flash chromatography on SiO2 gel, eluting with CHCl3/MeOH (20/1 to 10/1), gives 208 mg (0.54 mmol, a 61% yield) of the title compound as an off-white solid. The corresponding oxalate salt is pr... Yield: 61.0%. Run in CC#N (MeCN). Yields the product N1C=CC2=C(C=CC=C12)OCCN1C2C=C(CC1CC2)C2=CNC1=CC=CC=C21 (3-{8-[2-(1H-Indol-4-yloxy)ethyl]-8-azabicyclo[3.2.1]oct-2-en-3-yl}-1H-indole). Starting materials: C12C=C(CC(CC1)N2)C2=CNC1=CC=CC=C21 (3-(8-aza-bicyclo[3.2.1]oct-2-en-3-yl)-1H-indole), ClCCOC1=C2C=CNC2=CC=C1 (4-(2-chloroethoxy)-1H-indole), C(=O)([O-])[O-].[K+].[K+] (K2CO3). Starting materials: C#Cc1cnc2c(C)cc(OC(SC)C(=O)NC(C)(CO)COC)cc2c1, C1CCOC1, [H-], CI, [Na+]. The product is C#Cc1cnc2c(C)cc(OC(SC)C(=O)NC(C)(COC)COC)cc2c1. Reaction SMILES: [C:1](#[CH:2])[c:3]1[cH:4][n:5][c:6]2[c:7]([CH3:27])[cH:8][c:9]([O:13][CH:14]([C:15](=[O:16])[NH:17][C:18]([CH2:19][OH:20])([CH3:21])[CH2:22][O:23][CH3:24])[S:25][CH3:26])[cH:10][c:11]2[cH:12]1.[CH2:32]1[O:33][CH2:34][CH2:35][CH2:36]1.[H-:31].[I:28][CH3:29].[Na+:30]>>[C:1](#[CH:2])[c:3]1[cH:4][n:5][c:6]2[c:7]([CH3:27])[cH:8][c:9]([O:13][CH:14]([C:15](=[O:16])[NH:17][C:18]([CH2:19][O:20][CH3:29])([CH3:21])[CH2:22][O:23][CH3:24])[S:25][CH3:26])[cH:10][c:11]2[cH:12]1. Starting materials: FC1=CC=C(C=C1)CCOCCCN1CCC(CC1)=O (1-[3-[2-(4-Fluorophenyl)ethoxy]propyl]-4-piperidone), Cl.CN (methylamine hydrochloride), C(C)(=O)O[BH-](OC(C)=O)OC(C)=O.[Na+] (sodium triacetoxyborohydride), CO (methanol). The solvent is C(Cl)Cl (CH2Cl2), C(C)(=O)O (acetic acid). Conditions: temperature 25 celsius, time 3 hour. The product is Cl.Cl.CNC1CCN(CC1)CCCOCCC1=CC=C(C=C1)F (4-Methylamino-1-[3-[2-(4-fluorophenyl)ethoxy]propyl]piperidine dihydrochloride). Reaction SMILES: [F:1][C:2]1[CH:7]=[CH:6][C:5]([CH2:8][CH2:9][O:10][CH2:11][CH2:12][CH2:13][N:14]2[CH2:19][CH2:18][C:17](=O)[CH2:16][CH2:15]2)=[CH:4][CH:3]=1.[ClH:21].[CH3:22][NH2:23].CO.C(O[BH-](OC(=O)C)OC(=O)C)(=O)C.[Na+]>C(Cl)Cl.C(O)(=O)C>[ClH:21].[ClH:21].[CH3:22][NH:23][CH:17]1[CH2:18][CH2:19][N:14]([CH2:13][CH2:12][CH2:11][O:10][CH2:9][CH2:8][C:5]2[CH:6]=[CH:7][C:2]([F:1])=[CH:3][CH:4]=2)[CH2:15][CH2:16]1 |f:1.2,4.5,8.9.10|. Procedure: A solution of 14.7 g (52.6 mmol) of the preceding ketoamine (22.2) in 150 ml of CH2Cl2 is treated with 3.5 g (52.6 mmol) of methylamine hydrochloride and then methanol is added until dissolution is complete. After stirring for 3 h at 25° C., the mixture is cooled on an ice bath and 14.5 g (68.5 mmol) of sodium triacetoxyborohydride are added portionwise and, finally, 3 ml of acetic acid are added dropwise. Stirring is continued overnight at 25° C. The reaction mixture is poured into ice and basi... Starting materials: COC(=O)C=1N=CC=2C(N(C=CC2C1O)CC1=CC=CC=C1)=O (7-benzyl-4-hydroxy-8-oxo-7,8-dihydro-[2,7]naphthyridine-3-carboxylic acid methyl ester), CNC (dimethylamine), O (water). Run in CCO (EtOH). Conditions: temperature 80 celsius. Yields the product CN(C(=O)C=1N=CC=2C(N(C=CC2C1O)CC1=CC=CC=C1)=O)C (7-Benzyl-4-hydroxy-8-oxo-7,8-dihydro-[2,7]naphthyridine-3-carboxylic acid dimethylamide). The yield is 28.5%. RXN SMILES: C[O:2][C:3]([C:5]1[N:6]=[CH:7][C:8]2[C:9](=[O:23])[N:10]([CH2:16][C:17]3[CH:22]=[CH:21][CH:20]=[CH:19][CH:18]=3)[CH:11]=[CH:12][C:13]=2[C:14]=1[OH:15])=O.[CH3:24][NH:25][CH3:26].O>CCO>[CH3:24][N:25]([CH3:26])[C:3]([C:5]1[N:6]=[CH:7][C:8]2[C:9](=[O:23])[N:10]([CH2:16][C:17]3[CH:18]=[CH:19][CH:20]=[CH:21][CH:22]=3)[CH:11]=[CH:12][C:13]=2[C:14]=1[OH:15])=[O:2]. Procedure: A mixture of 7-benzyl-4-hydroxy-8-oxo-7,8-dihydro-[2,7]naphthyridine-3-carboxylic acid methyl ester (40 mg, 0.13 mmol) and dimethylamine (0.23 mL, 1.3 mmol, 5.6 M in EtOH) in 2 mL of EtOH was heated in a sealed tube at 80° C. for 4 h. After cooling to r.t., water (3 mL) was added. The resulting suspension was filtered dried under high vacuum to afford a crude solid, which was purified by silica gel chromatography (5-40% EtOAc/hexanes+2% AcOH) to give 12 mg of the title compound. MS: (+) m/z 324.... Starting materials: CC(C)(C)OC(=O)N(N=O)C1CC1, CO, [Cl-], [NH4+], O, [Zn]. Product: CC(C)(C)OC(=O)N(N)C1CC1. Reaction SMILES: [C:2]([CH3:3])([CH3:4])([CH3:5])[O:6][C:7]([N:8]([CH:9]1[CH2:10][CH2:11]1)[N:12]=[O:13])=[O:14].[CH3:17][OH:18].[Cl-:15].[NH4+:16].[OH2:1].[Zn:19]>>[C:2]([CH3:3])([CH3:4])([CH3:5])[O:6][C:7]([N:8]([CH:9]1[CH2:10][CH2:11]1)[NH2:12])=[O:14]. Starting materials: C(\C=C/C(=O)[O-])(=O)OC.[Na+] (sodium methyl maleate), [N+](=O)([O-])CC (nitroethane). The solvent is CN(C=O)C (N,N-dimethyl formamide). Reaction conditions: temperature 60 celsius. Yields the product [N+](=O)([O-])C(C)C(C(=O)OC)CC(=O)O (METHYL HYDROGEN α-(1 NITROETHYL)SUCCINATE). Reaction SMILES: [C:1]([O:8][CH3:9])(=[O:7])/[CH:2]=[CH:3]\[C:4]([O-:6])=[O:5].[Na+].[N+:11]([CH2:14][CH3:15])([O-:13])=[O:12]>CN(C)C=O>[N+:11]([CH:14]([CH:2]([CH2:3][C:4]([OH:6])=[O:5])[C:1]([O:8][CH3:9])=[O:7])[CH3:15])([O-:13])=[O:12] |f:0.1|. Reported procedure: Into a 100 ml, one neck flask is placed 10 grams of sodium methyl maleate, 60 mls N,N-dimethyl formamide (DMF) and 40 grams nitroethane. The solution is heated at 60° C. for two hours and then partially distilled in vacuo to remove the DMF and nitroethane. The residue, by NMR analysis (D2O), has the following structure: ##STR41## CH3 (a) doublet of doublets (one centered at 1.44δ; one centered at 1.57δ) The reactants are ClC=1C=C2C(=CC1)N(C[C@]21CNCC1)C(=O)NC=1SC(=CN1)Cl ((S)-5-chloro-N-(5-chlorothiazol-2-yl)spiro[indoline-3,3′-pyrrolidine]-1-carboxamide), ClC=1C=C2C(=CC1)N(CC21CNCC1)C(=O)NC=1SC(=CN1)Cl (5-chloro-N-(5-chlorothiazol-2-yl)spiro[indoline-3,3′-pyrrolidine]-1-carboxamide), NC=1SC(=CN1)F (2-amino-5-fluorothiazole). Yields the product ClC=1C=C2C(=CC1)N(C[C@@]21CN(CC1)C(=O)NC)C(=O)NC=1SC(=CN1)F ((R)-5-chloro-N1-(5-fluorothiazol-2-yl)-N1′-methylspiro[indoline-3,3′-pyrrolidine]-1,1′-dicarboxamide). Reaction SMILES: [Cl:1][C:2]1[CH:3]=[C:4]2[C@:10]3([CH2:14][CH2:13][NH:12][CH2:11]3)[CH2:9][N:8]([C:15]([NH:17][C:18]3[S:19][C:20](Cl)=[CH:21][N:22]=3)=[O:16])[C:5]2=[CH:6][CH:7]=1.ClC1C=C2C3(CCNC3)C[N:31]([C:38](NC3SC(Cl)=CN=3)=[O:39])[C:28]2=CC=1.NC1SC([F:53])=CN=1>>[Cl:1][C:2]1[CH:3]=[C:4]2[C@@:10]3([CH2:14][CH2:13][N:12]([C:38]([NH:31][CH3:28])=[O:39])[CH2:11]3)[CH2:9][N:8]([C:15]([NH:17][C:18]3[S:19][C:20]([F:53])=[CH:21][N:22]=3)=[O:16])[C:5]2=[CH:6][CH:7]=1. Procedure details: The captioned compound was obtained in the form of a white solid by performing the same reactions and/or treatments as those in Example 373, with the exceptions that the (S)-5-chloro-N-(5-chlorothiazol-2-yl)spiro[indoline-3,3′-pyrrolidine]-1-carboxamide obtained as an intermediate of Example 52 was used instead of 5-chloro-N-(5-chlorothiazol-2-yl)spiro[indoline-3,3′-pyrrolidine]-1-carboxamide, and that 2-amino-5-fluorothiazole was used instead of 2-amino-5-chlorothiazole hydrochloride.